The task is: describe an organic reaction: reactants, conditions, products, and yield. This data is from the Open Reaction Database (ORD), a public repository of structured organic reaction records. Reactants: O=C([O-])[O-], COCc1cc(Cl)c2ccc(-c3ncccc3C(F)(F)F)nc2n1, [Cs+], [Cs+], Nc1ccc(C(F)(F)F)cn1, C1COCCO1, O=C(C=Cc1ccccc1)C=Cc1ccccc1, O=C(C=Cc1ccccc1)C=Cc1ccccc1, O=C(C=Cc1ccccc1)C=Cc1ccccc1, [Pd], [Pd]. Product: COCc1cc(Nc2ccc(C(F)(F)F)cn2)c2ccc(-c3ncccc3C(F)(F)F)nc2n1. RXN SMILES: [C:25](=[O:26])([O-:27])[O-:28].[Cl:1][c:2]1[cH:3][c:4]([CH2:22][O:23][CH3:24])[n:5][c:6]2[n:7][c:8](-[c:12]3[n:13][cH:14][cH:15][cH:16][c:17]3[C:18]([F:19])([F:20])[F:21])[cH:9][cH:10][c:11]12.[Cs+:29].[Cs+:30].[NH2:31][c:32]1[n:33][cH:34][c:35]([C:38]([F:39])([F:40])[F:41])[cH:36][cH:37]1.[O:42]1[CH2:43][CH2:44][O:45][CH2:46][CH2:47]1.[O:50]=[C:51]([CH:52]=[CH:53][c:54]1[cH:55][cH:56][cH:57][cH:58][cH:59]1)[CH:60]=[CH:61][c:62]1[cH:63][cH:64][cH:65][cH:66][cH:67]1.[O:68]=[C:69]([CH:70]=[CH:71][c:72]1[cH:73][cH:74][cH:75][cH:76][cH:77]1)[CH:78]=[CH:79][c:80]1[cH:81][cH:82][cH:83][cH:84][cH:85]1.[O:86]=[C:87]([CH:88]=[CH:89][c:90]1[cH:91][cH:92][cH:93][cH:94][cH:95]1)[CH:96]=[CH:97][c:98]1[cH:99][cH:100][cH:101][cH:102][cH:103]1.[Pd:48].[Pd:49]>>[c:2]1([NH:31][c:32]2[n:33][cH:34][c:35]([C:38]([F:39])([F:40])[F:41])[cH:36][cH:37]2)[cH:3][c:4]([CH2:22][O:23][CH3:24])[n:5][c:6]2[n:7][c:8](-[c:12]3[n:13][cH:14][cH:15][cH:16][c:17]3[C:18]([F:19])([F:20])[F:21])[cH:9][cH:10][c:11]12. The reactants are CSc1cncc(C#Cc2ccccc2)c1, ClCCl, O=C(OO)c1cccc(Cl)c1. Yields the product CS(=O)c1cncc(C#Cc2ccccc2)c1. RXN SMILES: [CH3:12][S:13][c:14]1[cH:15][n:16][cH:17][c:18]([C:20]#[C:21][c:22]2[cH:23][cH:24][cH:25][cH:26][cH:27]2)[cH:19]1.[Cl:28][CH2:29][Cl:30].[OH:1][O:2][C:3]([c:4]1[cH:5][c:6]([Cl:7])[cH:8][cH:9][cH:10]1)=[O:11]>>[O:1]=[S:13]([CH3:12])[c:14]1[cH:15][n:16][cH:17][c:18]([C:20]#[C:21][c:22]2[cH:23][cH:24][cH:25][cH:26][cH:27]2)[cH:19]1. Starting materials: Cc1cccc2c1CCc1ccccc1C2Cl, CI, [Cl-], CN(C)CCCCl, [NH4+], O, c1ccccc1. Product: Cc1cccc2c1CCc1ccccc1C2CCCN(C)C, Cl. Reaction SMILES: [CH3:10][c:11]1[cH:12][cH:13][cH:14][c:15]2[c:21]1[CH2:20][CH2:19][c:18]1[c:17]([cH:25][cH:24][cH:23][cH:22]1)[CH:16]2[Cl:26].[CH3:1][I:2].[Cl-:27].[Cl:3][CH2:4][CH2:5][CH2:6][N:7]([CH3:8])[CH3:9].[NH4+:28].[OH2:29].[cH:30]1[cH:31][cH:32][cH:33][cH:34][cH:35]1>>[CH2:4]([CH2:5][CH2:6][N:7]([CH3:8])[CH3:9])[CH:16]1[c:15]2[cH:14][cH:13][cH:12][c:11]([CH3:10])[c:21]2[CH2:20][CH2:19][c:18]2[c:17]1[cH:25][cH:24][cH:23][cH:22]2.[ClH:3]. Reactants: FC1=CC=C(C=C1)C(O)(C1CCNCC1)C1=CC=C(C=C1)F (α,α-bis(4-fluorophenyl)-4-piperidinemethanol), BrCCCO (3-bromo-1-propanol), C([O-])([O-])=O.[Na+].[Na+] (sodium carbonate). Reagents/catalysts: [I-].[K+] (potassium iodide). Run in CN(C)C=O (DMF). Yields the product FC1=CC=C(C=C1)C(C1CCN(CC1)CCCO)(O)C1=CC=C(C=C1)F (4-[bis(4-fluorophenyl)hydroxymethyl]-1-piperidinepropanol). Yield: 64.5%. As a reaction SMILES: [F:1][C:2]1[CH:7]=[CH:6][C:5]([C:8]([C:16]2[CH:21]=[CH:20][C:19]([F:22])=[CH:18][CH:17]=2)([CH:10]2[CH2:15][CH2:14][NH:13][CH2:12][CH2:11]2)[OH:9])=[CH:4][CH:3]=1.Br[CH2:24][CH2:25][CH2:26][OH:27].C(=O)([O-])[O-].[Na+].[Na+]>CN(C=O)C.[I-].[K+]>[F:1][C:2]1[CH:7]=[CH:6][C:5]([C:8]([C:16]2[CH:17]=[CH:18][C:19]([F:22])=[CH:20][CH:21]=2)([OH:9])[CH:10]2[CH2:11][CH2:12][N:13]([CH2:24][CH2:25][CH2:26][OH:27])[CH2:14][CH2:15]2)=[CH:4][CH:3]=1 |f:2.3.4,6.7|. Procedure: A mixture of 30.3 g (0.10 mole) of α,α-bis(4-fluorophenyl)-4-piperidinemethanol, 16.1 g (0.11 mole) of 3-bromo-1-propanol (95% purity, Aldrich), 37.1 g (0.35 mole) of anhydrous sodium carbonate and 1.0 g of potassium iodide in 300 ml of DMF was heated on a steam bath for 20 h. The mixture was converted and the residue partitioned between water and benzene. The benzene layer was washed with water and brine, dried (sodium sulfate) and concentrated to give a gummy solid. The solid was recrystallize... Conditions: temperature 80 celsius. Reported procedure: 140 mg 6-{1,1-Dimethyl-2-[2-(tetrahydro-pyran-2-yloxy)-ethoxy]-ethyl}-2-(4-methoxy-benzyl)-3,4-dihydro-2H-isoquinolin-1-one (0.3 mmol, 1 eq) was dissolved in 5 ml trifluoroacetic acid, and the mixture heated to 80° C. for 16 hours. The reaction was concentrated to dryness, partitioned between ethyl acetate and saturated sodium bicarbonate, separated layers and washed ethyl acetate with brine, dried Mg504 and concentrated to give 75 mg 6-[2-(2-Hydroxy-ethoxy)-1,1-dimethyl-ethyl]-3,4-dihydro-2H-is... Isolated yield 94.9%. Reaction SMILES: [CH3:1][C:2]([C:15]1[CH:16]=[C:17]2[C:22](=[CH:23][CH:24]=1)[C:21](=[O:25])[N:20](CC1C=CC(OC)=CC=1)[CH2:19][CH2:18]2)([CH3:14])[CH2:3][O:4][CH2:5][CH2:6][O:7]C1CCCCO1>FC(F)(F)C(O)=O>[OH:7][CH2:6][CH2:5][O:4][CH2:3][C:2]([C:15]1[CH:16]=[C:17]2[C:22](=[CH:23][CH:24]=1)[C:21](=[O:25])[NH:20][CH2:19][CH2:18]2)([CH3:14])[CH3:1]. Product: OCCOCC(C)(C)C=1C=C2CCNC(C2=CC1)=O (6-[2-(2-Hydroxy-ethoxy)-1,1-dimethyl-ethyl]-3,4-dihydro-2H-isoquinolin-1-one). The reactants are CC(COCCOC1OCCCC1)(C)C=1C=C2CCN(C(C2=CC1)=O)CC1=CC=C(C=C1)OC (6-{1,1-Dimethyl-2-[2-(tetrahydro-pyran-2-yloxy)-ethoxy]-ethyl}-2-(4-methoxy-benzyl)-3,4-dihydro-2H-isoquinolin-1-one). Run in FC(C(=O)O)(F)F (trifluoroacetic acid). Reactants: [K].[S-]C#N (potassium thiocyanate), ClC1=NC(=NC2=CC=CC=C12)C(C(F)F)(F)F (4-chloro-2-(1,1,2,2-tetrafluoroethyl)-quinazoline), [S-]C#N.[K+] (potassium thiocyanate). Run in C(C)(=O)O (acetic acid). Run at time 2 hour. The product is S(C#N)C1=NC(=NC2=CC=CC=C12)C(C(F)F)(F)F (4-thiocyano-2-(1,1,2,2-tetrafluoroethyl)-quinazoline). As a reaction SMILES: Cl[C:2]1[C:11]2[C:6](=[CH:7][CH:8]=[CH:9][CH:10]=2)[N:5]=[C:4]([C:12]([F:17])([F:16])[CH:13]([F:15])[F:14])[N:3]=1.[K].[S-:19][C:20]#[N:21].[S-]C#N.[K+]>C(O)(=O)C>[S:19]([C:2]1[C:11]2[C:6](=[CH:7][CH:8]=[CH:9][CH:10]=2)[N:5]=[C:4]([C:12]([F:17])([F:16])[CH:13]([F:15])[F:14])[N:3]=1)[C:20]#[N:21] |f:1.2,3.4,^1:17|. Procedure details: 7.9 g of 4-chloro-2-(1,1,2,2-tetrafluoroethyl)-quinazoline are dissolved in 10 ml of glacial acetic acid and subsequently 4.9 g of potassium-thiocyanate are added to this solution. Whilst stirring at room temperature the potassium thiocyanate dissolves in approximately 1 hour. The solution is stirred for another 2 hours, a precipitation being obtained. This precipitation is drawn off, washed with water and dried in vacuo. After recrystallization from isoporpanol the resulting 4-thiocyano-2-(1,1,...